This data is from the Open Reaction Database (ORD), a public repository of structured organic reaction records. The task is: describe an organic reaction: reactants, conditions, products, and yield Reactants: COC(CC1=CC(=CC=C1)C=1OC=CC1)=O (3-(2-furyl)phenylacetic acid methyl ester), [OH-].[K+] (potassium hydroxide), solution. The solvent is CC(=O)C (acetone), O (H2O), [OH-].[Na+] (NaOH). Reaction conditions: time 16 hour. Product: O1C(=CC=C1)C=1C=C(C=CC1)CC(=O)O (3-(2-furyl)phenylacetic acid). Isolated yield 98.0%. Reaction SMILES: C[O:2][C:3](=[O:16])[CH2:4][C:5]1[CH:10]=[CH:9][CH:8]=[C:7]([C:11]2[O:12][CH:13]=[CH:14][CH:15]=2)[CH:6]=1.[OH-].[K+]>CC(C)=O.O.[OH-].[Na+]>[O:12]1[CH:13]=[CH:14][CH:15]=[C:11]1[C:7]1[CH:6]=[C:5]([CH2:4][C:3]([OH:16])=[O:2])[CH:10]=[CH:9][CH:8]=1 |f:1.2,5.6|. Procedure: To a solution of 3-(2-furyl)phenylacetic acid methyl ester (0.047 g, 0.217 mmol, 1.0 eq) in acetone (3.0 ml) was added potassium hydroxide (0.5 ml of a 30% solution in H2O). The mixture was stirred at room temperature for 16 hours before diluting with 1 N NaOH (10 ml), and washing with CH2Cl2 (15 ml). The aqueous phase was acidified with 1 N HCl (15 ml) and the organics extracted with CH2Cl2 (3×20 ml). The extract was dried (Na2SO4) and concentrated under reduced pressure to yield 3-(2-furyl)phe...